The task is: describe an organic reaction: reactants, conditions, products, and yield. This data is from the Open Reaction Database (ORD), a public repository of structured organic reaction records. Run in C1CCOC1 (THF). Reaction conditions: time 15 minute. Reactants: [Si](C)(C)(C(C)(C)C)OC1=CC=C(C=C1)CC(C(=O)OC)OCC1=CC=C(C=C1)C(=O)OC(C)(C)C (methyl 3-(4-tert-butyldimethylsilyloxyphenyl)-2-[(4-tert-butoxycarbonylphenyl)methoxy]propionate), [F-].C(CCC)[N+](CCCC)(CCCC)CCCC.C(C)(=O)O (tetrabutylammonium fluoride acetic acid). Procedure: A solution of methyl 3-(4-tert-butyldimethylsilyloxyphenyl)-2-[(4-tert-butoxycarbonylphenyl)methoxy]propionate (310 mg, 0.61 mmol) in THF (5 ml) at −20° C. was treated with tetrabutylammonium fluoride-acetic acid (1.0M in THF, 0.76 ml, 0.76 mmol). The mixture was stirred at this temperature for 15 minutes, quenched with saturated aqueous sodium bicarbonate and extracted with diethyl ether. The organic phase was washed with brine, dried over sodium sulfate and concentrated in vacuo to give the ti... Yield: 108.6%. RXN SMILES: [Si]([O:8][C:9]1[CH:14]=[CH:13][C:12]([CH2:15][CH:16]([O:21][CH2:22][C:23]2[CH:28]=[CH:27][C:26]([C:29]([O:31][C:32]([CH3:35])([CH3:34])[CH3:33])=[O:30])=[CH:25][CH:24]=2)[C:17]([O:19][CH3:20])=[O:18])=[CH:11][CH:10]=1)(C(C)(C)C)(C)C.[F-].C([N+](CCCC)(CCCC)CCCC)CCC.C(O)(=O)C>C1COCC1>[C:32]([O:31][C:29]([C:26]1[CH:25]=[CH:24][C:23]([CH2:22][O:21][CH:16]([CH2:15][C:12]2[CH:11]=[CH:10][C:9]([OH:8])=[CH:14][CH:13]=2)[C:17]([O:19][CH3:20])=[O:18])=[CH:28][CH:27]=1)=[O:30])([CH3:35])([CH3:33])[CH3:34] |f:1.2.3|. Product: C(C)(C)(C)OC(=O)C1=CC=C(C=C1)COC(C(=O)OC)CC1=CC=C(C=C1)O (Methyl 2-[(4-tert-butoxycarbonylphenyl)methoxy]-3-(4-hydroxyphenyl)propionate). Reactants: CN(C)c1ccncc1, CCN(C(C)C)C(C)C, CCCCl, ClCCl, Cl, O=S(=O)(Cl)Cl, NC(=O)c1cc(-c2ccccc2)cc2c(C3CCNCC3)n[nH]c12. Yields the product NC(=O)c1cc(-c2ccccc2)cc2c(C3CCN(S(=O)(=O)CCCCl)CC3)n[nH]c12. RXN SMILES: [CH3:44][N:45]([c:46]1[cH:47][cH:48][n:49][cH:50][cH:51]1)[CH3:52].[CH:35]([N:36]([CH:37]([CH3:38])[CH3:39])[CH2:40][CH3:41])([CH3:42])[CH3:43].[Cl:31][CH2:32][CH2:33][CH3:34].[Cl:53][CH2:54][Cl:55].[ClH:1].[S:26](=[O:27])(=[O:28])([Cl:29])[Cl:30].[c:2]1(-[c:8]2[cH:9][c:10]3[c:11]([CH:20]4[CH2:21][CH2:22][NH:23][CH2:24][CH2:25]4)[n:12][nH:13][c:14]3[c:15]([C:17](=[O:18])[NH2:19])[cH:16]2)[cH:3][cH:4][cH:5][cH:6][cH:7]1>>[c:2]1(-[c:8]2[cH:9][c:10]3[c:11]([CH:20]4[CH2:21][CH2:22][N:23]([S:26](=[O:27])(=[O:28])[CH2:34][CH2:33][CH2:32][Cl:31])[CH2:24][CH2:25]4)[n:12][nH:13][c:14]3[c:15]([C:17](=[O:18])[NH2:19])[cH:16]2)[cH:3][cH:4][cH:5][cH:6][cH:7]1. Starting materials: CC(CN(C1=CC(=C(C#N)C=C1)C(F)(F)F)CC=O)(C)C (4-[(2,2-dimethylpropyl)(2-oxoethyl)amino]-2-(trifluoromethyl)benzonitrile), [BH4-].[Na+] (NaBH4), [NH4+].[Cl-] (NH4Cl). The solvent is CO (MeOH). Reaction conditions: time 8 hour. Product: CC(CN(C1=CC(=C(C#N)C=C1)C(F)(F)F)CCO)(C)C (4-[(2,2-Dimethylpropyl)(2-hydroxyethyl)amino]-2-(trifluoromethyl)benzonitrile). Yield: 93.3%. RXN SMILES: [CH3:1][C:2]([CH3:21])([CH3:20])[CH2:3][N:4]([CH2:17][CH:18]=[O:19])[C:5]1[CH:12]=[CH:11][C:8]([C:9]#[N:10])=[C:7]([C:13]([F:16])([F:15])[F:14])[CH:6]=1.[BH4-].[Na+].[NH4+].[Cl-]>CO>[CH3:1][C:2]([CH3:21])([CH3:20])[CH2:3][N:4]([CH2:17][CH2:18][OH:19])[C:5]1[CH:12]=[CH:11][C:8]([C:9]#[N:10])=[C:7]([C:13]([F:14])([F:15])[F:16])[CH:6]=1 |f:1.2,3.4|. Procedure: To a solution of 4-[(2,2-dimethylpropyl)(2-oxoethyl)amino]-2-(trifluoromethyl)benzonitrile (0.882 g, 2.96 mmol) in MeOH (10 mL) at 0° C. was added NaBH4 (0.112 g, 2.96 mmol) in one portion and the mixture was stirred overnight, slowly warming to rt. The mixture was cooled to 0° C., sat'd NH4Cl (1 mL) was added and the mixture was concentrated in vacuo. The residue was partitioned between EtOAc/water and the layers were separated. The organic layer was washed with brine, dried over Na2SO4, filter... Reaction SMILES: [CH3:1][C:2]([C:4]1[C:9]([NH2:10])=[CH:8][C:7]([O:11][CH3:12])=[C:6]([O:13][CH3:14])[CH:5]=1)=[O:3].[CH:15]([S:17]([F:20])(=[O:19])=[O:18])=[CH2:16]>C(O)(=O)C.CCOCC>[C:2]([C:4]1[CH:5]=[C:6]([O:13][CH3:14])[C:7]([O:11][CH3:12])=[CH:8][C:9]=1[NH:10][CH:16]=[CH:15][S:17]([F:20])(=[O:19])=[O:18])(=[O:3])[CH3:1]. Product: C(C)(=O)C1=C(C=C(C(=C1)OC)OC)NC=CS(=O)(=O)F (2-[(2-Acetyl-4,5-dimethoxyphenyl)amino]ethenesulfonyl Fluoride). Conditions: time 1 hour. Run in C(C)(=O)O (acetic acid), CCOCC (ether). Procedure: To a mixture of 2-amino-4,5-dimethoxyacetophenone (18 g, 92 mmol) in 125 mL of glacial acetic acid was added in one portion ethenesulfonyl fluoride (11.4 g, 0.1 mol) under nitrogen. After stirring for 1 hour at room temperature the resulting yellow mixture was refluxed for 1 hour. The yellow crystalline solid was diluted with an equal volume of ether, filtered, washed with ether, and air dried. There was obtained the title compound (23.7 g, 85% yield) as a yellow solid, mp 142.5°-146.5° C. Yield: 84.9%. Starting materials: CC(=O)C1=CC(=C(C=C1N)OC)OC (2-amino-4,5-dimethoxyacetophenone), C(=C)S(=O)(=O)F (ethenesulfonyl fluoride). Reactants: CC1=CC=C(C(CBr)=S)C=C1 (4-methylthiophenacyl bromide), [Cl-].[NH4+] (ammonium chloride), C(#N)CC(=O)OC (methyl cyanoacetate), CC(C)([O-])C.[K+] (potassium t-butoxide). Solvent: O1CCCC1 (tetrahydrofuran), C(C)(=O)OCC (ethyl acetate), O1CCCC1 (tetrahydrofuran). Reaction conditions: time 30 minute. The product is CC1=CC=C(C(CC(C(=O)OC)C#N)=S)C=C1 (Methyl 2-(4-methylthiophenacyl)cyanoacetate). Yield: 21.8%. As a reaction SMILES: [C:1]([CH2:3][C:4]([O:6][CH3:7])=[O:5])#[N:2].CC(C)([O-])C.[K+].[CH3:14][C:15]1[CH:24]=[CH:23][C:18]([C:19](=[S:22])[CH2:20]Br)=[CH:17][CH:16]=1.[Cl-].[NH4+]>O1CCCC1.C(OCC)(=O)C>[CH3:14][C:15]1[CH:24]=[CH:23][C:18]([C:19](=[S:22])[CH2:20][CH:3]([C:1]#[N:2])[C:4]([O:6][CH3:7])=[O:5])=[CH:17][CH:16]=1 |f:1.2,4.5|. Reported procedure: 5.70 g (57.6 mmol) of methyl cyanoacetate were dissolved in 150 ml of anhydrous tetrahydrofuran, and 7.10 g (63.3 mmol) of potassium t-butoxide were added to the resulting solution, whilst ice-cooling, and the mixture was then stirred for 30 minutes. At the end of this time, a solution of 14.11 g (57.6 mmol) of 4-methylthiophenacyl bromide in 50 ml of tetrahydrofuran was slowly added dropwise to the mixture, whilst ice-cooling. The mixture was stirred, whilst ice-cooling for 2 hours, and then a ... The reactants are C(C)(=O)OCC (Ethyl acetate), potassium tert.-butylate, OCCN(S(=O)(=O)CC)C (N-(2-hydroxyethyl)-N-methyl-ethanesulfonamide), C(C)(C)(C)C1=CC=C(C=C1)S(=O)(=O)NC1=NC=NC(=C1C1=CC=C(C=C1)C)Cl (4-tert.-butyl-N-[6-chloro-5-(p-tolyl)-4-pyrimidinyl]-benzene sulfonamide). Solvent: C1CCOC1 (THF). Yields the product C(C)(C)(C)C1=CC=C(C=C1)S(=O)(=O)NC1=NC=NC(=C1C1=CC=C(C=C1)C)OCCN(C)S(=O)(=O)CC (4-tert.-butyl-N-{6-[2-(ethanesulfonyl-methyl-amino)-ethoxy]-5-p-tolyl-pyrimidin-4-yl}-benzenesulfonamide). The yield is 34.2%. As a reaction SMILES: [C:1]([C:5]1[CH:10]=[CH:9][C:8]([S:11]([NH:14][C:15]2[C:20]([C:21]3[CH:26]=[CH:25][C:24]([CH3:27])=[CH:23][CH:22]=3)=[C:19](Cl)[N:18]=[CH:17][N:16]=2)(=[O:13])=[O:12])=[CH:7][CH:6]=1)([CH3:4])([CH3:3])[CH3:2].[OH:29][CH2:30][CH2:31][N:32]([CH3:38])[S:33]([CH2:36][CH3:37])(=[O:35])=[O:34].C(OCC)(=O)C>C1COCC1>[C:1]([C:5]1[CH:10]=[CH:9][C:8]([S:11]([NH:14][C:15]2[C:20]([C:21]3[CH:26]=[CH:25][C:24]([CH3:27])=[CH:23][CH:22]=3)=[C:19]([O:29][CH2:30][CH2:31][N:32]([S:33]([CH2:36][CH3:37])(=[O:35])=[O:34])[CH3:38])[N:18]=[CH:17][N:16]=2)(=[O:13])=[O:12])=[CH:7][CH:6]=1)([CH3:4])([CH3:3])[CH3:2]. Procedure: 100 mg 4-tert.-butyl-N-[6-chloro-5-(p-tolyl)-4-pyrimidinyl]-benzene sulfonamide was dissolved in 5 ml dry THF. 162 mg of potassium-tert.-butylate and 200 mg of N-(2-hydroxyethyl)-N-methyl-ethanesulfonamide was added and the mixture was heated to reflux for 8 h then cooled to room temperature. Ethyl acetate was added and the precipitated side product was filtered off. The filtrate was concentrated in vacuo. The crude product was purified by column chromatography (silica gel; ethyl acetate) to giv... Reactants: S(=O)(=O)(OC1=CCCC1)C1=CC=C(C)C=C1 (cyclopentenyl tosylate), NC1=NC(=C2NC=NC2=N1)Cl (2-amino-6-chloropurine), C(=O)([O-])[O-].[K+].[K+] (K2CO3), C(Cl)Cl (CH2Cl2). The solvent is CS(=O)C (DMSO). Conditions: time 42 hour. Product: N1=CN=C2N=CNC2=C1 (purine). RXN SMILES: S(C1C=CC(C)=CC=1)(OC1CCCC=1)(=O)=O.N[C:18]1[N:26]=[C:25]2[C:21]([NH:22][CH:23]=[N:24]2)=[C:20](Cl)[N:19]=1.C([O-])([O-])=O.[K+].[K+].C(Cl)Cl>CS(C)=O>[N:19]1[CH:20]=[C:21]2[C:25]([N:24]=[CH:23][NH:22]2)=[N:26][CH:18]=1 |f:2.3.4|. Procedure details: A mixture of the cyclopentenyl tosylate 2 (0.25 g, 0.58 mmol), 2-amino-6-chloropurine (0.212 g, 1.25 mmol, 2.2 eq), and K2CO3 (~1 g) was suspended in 2 mL of DMSO and stirred at room temperature for 42 h. The suspension was then poured into CH2Cl2 and washed with dilute NaCl. Evaporation of the CH2Cl2 gave an oil which was further dried under high vacuum to remove residual DMSO. Purification by preparative TLC (silica, 3:2 EtOAc:Hexane) gave two major purine containing products of which the fast...